Dataset: the Open Reaction Database (ORD), a public repository of structured organic reaction records. Task: describe an organic reaction: reactants, conditions, products, and yield The reactants are BrC1=CC=C2C(C(=O)OC(N2)=O)=C1 (5-bromoisatoic anhydride), C(C1=CC=CC=C1)NCC(=O)O (N-benzylglycine), CS(=O)C (DMSO). The solvent is O (water). Conditions: temperature 200 celsius. The product is C(C1=CC=CC=C1)N1CC(NC2=C(C1=O)C=C(C=C2)Br)=O (4-benzyl-7-bromo-3,4-dihydro-1H-benzo[e][1,4]diazepine-2,5-dione). Isolated yield 98.2%. Reaction SMILES: [Br:1][C:2]1[CH:13]=[C:6]2[C:7]([O:9][C:10](=[O:12])[NH:11][C:5]2=[CH:4][CH:3]=1)=O.[CH2:14]([NH:21][CH2:22]C(O)=O)[C:15]1[CH:20]=[CH:19][CH:18]=[CH:17][CH:16]=1.CS(C)=O>O>[CH2:14]([N:21]1[C:7](=[O:9])[C:6]2[CH:13]=[C:2]([Br:1])[CH:3]=[CH:4][C:5]=2[NH:11][C:10](=[O:12])[CH2:22]1)[C:15]1[CH:20]=[CH:19][CH:18]=[CH:17][CH:16]=1. Procedure: A mixture of 5-bromoisatoic anhydride (1 g, 4.13 mmol), N-benzylglycine (0.628 g, 4.13 mmol) and DMSO (3 mL) was heated in the microwave at 200° C. for one hour. After cooling, the mixture was diluted with water and the precipitate was filtered off, washed with water and dried, giving 4-benzyl-7-bromo-3,4-dihydro-1H-benzo[e][1,4]diazepine-2,5-dione (1.4 g, 98%) as an off-white powder. Reactants: C(C)OC(CC(C1=NC=NC=C1)=O)=O (3-oxo-3-pyrimidin-4-yl-propionic acid ethyl ester), C([O-])([O-])=O.[K+].[K+] (potassium carbonate), C(C)(C)N(C(C)C)CC (N,N-diisopropylethylamine), Cl.CC1=NC(=NO1)C1=CC=C(C=C1)[C@H]1CNCCO1 ((2S)-2-(4-(5-methyl-1,2,4-oxadiazol-3-yl) phenyl)morpholine hydrochloride), Cl.CC1=NC(=NO1)C1=CC=C(C=C1)[C@H]1CNCCO1 ((2S)-2-(4-(5-methyl-1,2,4-oxadiazol-3-yl) phenyl)morpholine hydrochloride), Cl.N1(N=CC=C1)C(=N)N (1H-pyrazole-1-carboxamidine hydrochloride). The solvent is C(C)O (ethanol), CN(C=O)C (N,N-dimethylformamide). The product is CC1=NC(=NO1)C1=CC=C(C=C1)[C@H]1CN(CCO1)C=1NC(C=C(N1)C1=NC=NC=C1)=O (2-{(2S)-2-[4-(5-methyl-[1,2,4]oxadiazol-3-yl)-phenyl]-morpholin-4-yl}-1H-[4,4′]bipyrimidinyl-6-one). Isolated yield 32.7%. Reaction SMILES: Cl.[CH3:2][C:3]1[O:7][N:6]=[C:5]([C:8]2[CH:13]=[CH:12][C:11]([C@@H:14]3[O:19][CH2:18][CH2:17][NH:16][CH2:15]3)=[CH:10][CH:9]=2)[N:4]=1.Cl.[N:21]1([C:26](N)=[NH:27])C=CC=N1.C(N(CC)C(C)C)(C)C.C(O[C:41](=[O:51])[CH2:42][C:43](=O)[C:44]1[CH:49]=[CH:48][N:47]=[CH:46][N:45]=1)C.C(=O)([O-])[O-].[K+].[K+]>CN(C)C=O.C(O)C>[CH3:2][C:3]1[O:7][N:6]=[C:5]([C:8]2[CH:13]=[CH:12][C:11]([C@@H:14]3[O:19][CH2:18][CH2:17][N:16]([C:26]4[NH:27][C:41](=[O:51])[CH:42]=[C:43]([C:44]5[CH:49]=[CH:48][N:47]=[CH:46][N:45]=5)[N:21]=4)[CH2:15]3)=[CH:10][CH:9]=2)[N:4]=1 |f:0.1,2.3,6.7.8|. Reported procedure: To a solution of (2S)-2-(4-(5-methyl-1,2,4-oxadiazol-3-yl)phenyl)morpholine hydrochloride (intermediate 13, 4.00 g, 14.2 mmol) and 1H-pyrazole-1-carboxamidine hydrochloride (2.19 g, 14.9 mmol) in N,N-dimethylformamide (14 ml) was added. N,N-diisopropylethylamine (4.05 g, 31.3 mmol) at room temperature and the solution was stirred for 4 hours. The solution was decanted with ether, then 3-oxo-3-pyrimidin-4-yl-propionic acid ethyl ester (3.59 g, 18.5 mmol), potassium carbonate (4.92 g, 35.6 mmol) a... Starting materials: ClC1=NC(=C(C2=CC(=CC=C12)OC(C)C)O)C(=O)O (1-chloro-4-hydroxy-6-isopropoxy-isoquinoline-3-carboxylic acid), Cl.C(C)(C)(C)OC([C@@H](COC(C)(C)C)N)=O ((R)-2-amino-3-tert-butoxy-propionic acid tert-butyl ester hydrochloride). The product is ClC1=NC(=C(C2=CC(=CC=C12)OC(C)C)O)C(=O)N[C@@H](C(=O)O)CO ((R)-2-[(1-Chloro-4-hydroxy-6-isopropoxy-isoquinoline-3-carbonyl)-amino]-3-hydroxy-propionic acid). Reaction SMILES: [Cl:1][C:2]1[C:11]2[C:6](=[CH:7][C:8]([O:12][CH:13]([CH3:15])[CH3:14])=[CH:9][CH:10]=2)[C:5]([OH:16])=[C:4]([C:17]([OH:19])=O)[N:3]=1.Cl.C([O:25][C:26](=[O:35])[C@H:27]([NH2:34])[CH2:28][O:29]C(C)(C)C)(C)(C)C>>[Cl:1][C:2]1[C:11]2[C:6](=[CH:7][C:8]([O:12][CH:13]([CH3:14])[CH3:15])=[CH:9][CH:10]=2)[C:5]([OH:16])=[C:4]([C:17]([NH:34][C@H:27]([CH2:28][OH:29])[C:26]([OH:35])=[O:25])=[O:19])[N:3]=1 |f:1.2|. Procedure: Prepared in analogy to Example A-2 e) and f) from 1-chloro-4-hydroxy-6-isopropoxy-isoquinoline-3-carboxylic acid (can be obtained according to U.S. Pat. No. 6,093,730, October 1998, Weidmann et al.) and (R)-2-amino-3-tert-butoxy-propionic acid tert-butyl ester hydrochloride; MS-(+)-ion: M+1=369.0 amu. Reactants: ClC1=CC=C(CN2C=C(C=CC2=O)C2=CC=C(C=C2)CC#N)C=C1 (2-(4-(1-(4-Chlorobenzyl)-1,6-dihydro-6-oxopyridin-3-yl)phenyl)acetonitrile), C(CCC)[Sn](CCCC)=O (dibutyltin oxide), N(=[N+]=[N-])[Si](C)(C)C (azidotrimethylsilane). Solvent: C1(=CC=CC=C1)C (toluene). RXN SMILES: [Cl:1][C:2]1[CH:24]=[CH:23][C:5]([CH2:6][N:7]2[C:12](=[O:13])[CH:11]=[CH:10][C:9]([C:14]3[CH:19]=[CH:18][C:17]([CH2:20][C:21]#[N:22])=[CH:16][CH:15]=3)=[CH:8]2)=[CH:4][CH:3]=1.C([Sn](=O)CCCC)CCC.[N:35]([Si](C)(C)C)=[N+:36]=[N-:37]>C1(C)C=CC=CC=1>[N:22]1[NH:35][N:36]=[N:37][C:21]=1[CH2:20][C:17]1[CH:18]=[CH:19][C:14]([C:9]2[CH:10]=[CH:11][C:12](=[O:13])[N:7]([CH2:6][C:5]3[CH:23]=[CH:24][C:2]([Cl:1])=[CH:3][CH:4]=3)[CH:8]=2)=[CH:15][CH:16]=1. The product is N=1NN=NC1CC1=CC=C(C=C1)C=1C=CC(N(C1)CC1=CC=C(C=C1)Cl)=O (5-(4-((2H-Tetrazol-5-yl)methyl)phenyl)-1-(4-chlorobenzyl)pyridin-2(1H)-one). Isolated yield 37.5%. Procedure details: According to Scheme 15 Method D: 2-(4-(1-(4-Chlorobenzyl)-1,6-dihydro-6-oxopyridin-3-yl)phenyl)acetonitrile (1 eq, 0.24 mmol, 0.08 g) was heated at 110° C. under nitrogen overnight with dibutyltin oxide (0.22 eq, 0.05 mmol, 0.01 g) and azidotrimethylsilane (6.0 eq, 1.43 mmol, 0.19 mL) in toluene (4 mL). The suspension was filtered and the filtrate concentrated under vacuo. The crude product was purified by chromatography on silica gel using MeOH/AcOEt 20/80 as eluent and recrystallised in diisop... Starting materials: C(C)OC(=O)N1[C@@H](C[C@H](C1)OCC1=CC=CC=C1)CCOC1=C(C=C(C=C1)C)CCC1=CC=CC=C1 ((2R,4R)-1-ethoxycarbonyl-4-benzyloxy-2-{2-[4-methyl-2-(2-phenylethyl)phenoxy]ethyl}pyrrolidine). The reagents and catalysts are [Pd] (palladium-on-carbon). The solvent is C(C)O (ethanol). Run at temperature 60 celsius, time 2 hour. Product: C(C)OC(=O)N1[C@@H](C[C@H](C1)O)CCOC1=C(C=C(C=C1)C)CCC1=CC=CC=C1 ((2R,4R)-1-Ethoxycarbonyl-4-hydroxy-2-{2-[4-methyl-2-(2-phenylethyl)-phenoxy]ethyl}pyrrolidine). Yield: 95.0%. Reaction SMILES: [CH2:1]([O:3][C:4]([N:6]1[CH2:10][C@H:9]([O:11]CC2C=CC=CC=2)[CH2:8][C@H:7]1[CH2:19][CH2:20][O:21][C:22]1[CH:27]=[CH:26][C:25]([CH3:28])=[CH:24][C:23]=1[CH2:29][CH2:30][C:31]1[CH:36]=[CH:35][CH:34]=[CH:33][CH:32]=1)=[O:5])[CH3:2]>C(O)C.[Pd]>[CH2:1]([O:3][C:4]([N:6]1[CH2:10][C@H:9]([OH:11])[CH2:8][C@H:7]1[CH2:19][CH2:20][O:21][C:22]1[CH:27]=[CH:26][C:25]([CH3:28])=[CH:24][C:23]=1[CH2:29][CH2:30][C:31]1[CH:32]=[CH:33][CH:34]=[CH:35][CH:36]=1)=[O:5])[CH3:2]. Procedure details: 1820 mg of (2R,4R)-1-ethoxycarbonyl-4-benzyloxy-2-{2-[4-methyl-2-(2-phenylethyl)phenoxy]ethyl}pyrrolidine [prepared as described in step (a) above] were dissolved in 20 ml of ethanol, and then 200 mg of a 10% w/w palladium-on-carbon catalyst were added to the resulting solution. The resulting mixture was then stirred under a hydrogen atmosphere at atmospheric pressure and at 60° C. for 2 hours. At the end of this time, the catalyst was removed by filtration, and the reaction mixture was concentr... Starting materials: COC=1C=C(CC2N(CCCC3=C2C=C(C(=C3)OC)O)CC(=O)NC3CCC2=CC=CC=C32)C=CC1OC (2-[1-(3,4-dimethoxy-benzyl)-8-hydroxy-7-methoxy-1,3,4,5-tetrahydro-benzo[c]azepin-2-yl]-N-indan-1-yl-acetamide), BrCCC (1-bromopropane). Yields the product COC=1C=C(CC2N(CCCC3=C2C=C(C(=C3)OC)OCCC)CC(=O)NC3CCC2=CC=CC=C32)C=CC1OC (2-[1-(3,4-Dimethoxy-benzyl)-7-methoxy-8-propoxy-1,3,4,5-tetrahydro-benzo[c]azepin-2-yl]-N-indan-1-yl-acetamide). As a reaction SMILES: [CH3:1][O:2][C:3]1[CH:4]=[C:5]([CH:34]=[CH:35][C:36]=1[O:37][CH3:38])[CH2:6][CH:7]1[C:13]2[CH:14]=[C:15]([OH:20])[C:16]([O:18][CH3:19])=[CH:17][C:12]=2[CH2:11][CH2:10][CH2:9][N:8]1[CH2:21][C:22]([NH:24][CH:25]1[C:33]2[C:28](=[CH:29][CH:30]=[CH:31][CH:32]=2)[CH2:27][CH2:26]1)=[O:23].Br[CH2:40][CH2:41][CH3:42]>>[CH3:1][O:2][C:3]1[CH:4]=[C:5]([CH:34]=[CH:35][C:36]=1[O:37][CH3:38])[CH2:6][CH:7]1[C:13]2[CH:14]=[C:15]([O:20][CH2:40][CH2:41][CH3:42])[C:16]([O:18][CH3:19])=[CH:17][C:12]=2[CH2:11][CH2:10][CH2:9][N:8]1[CH2:21][C:22]([NH:24][CH:25]1[C:33]2[C:28](=[CH:29][CH:30]=[CH:31][CH:32]=2)[CH2:27][CH2:26]1)=[O:23]. Procedure details: prepared by reaction of 2-[1-(3,4-dimethoxy-benzyl)-8-hydroxy-7-methoxy-1,3,4,5-tetrahydro-benzo[c]azepin-2-yl]-N-indan-1-yl-acetamide with 1-bromopropane. Reactants: CCOC(=O)C1CCC(O)CC1, Cc1ccccc1, Oc1c(F)cccc1F, CCOC(=O)N=NC(=O)OCC, c1ccc(P(c2ccccc2)c2ccccc2)cc1. Product: CCOC(=O)C1CCC(Oc2c(F)cccc2F)CC1. RXN SMILES: [CH2:1]([CH3:2])[O:3][C:4](=[O:5])[CH:6]1[CH2:7][CH2:8][CH:9]([OH:12])[CH2:10][CH2:11]1.[CH3:53][c:54]1[cH:55][cH:56][cH:57][cH:58][cH:59]1.[F:32][c:33]1[c:34]([OH:40])[c:35]([F:39])[cH:36][cH:37][cH:38]1.[O:41]=[C:42]([O:43][CH2:44][CH3:45])[N:46]=[N:47][C:48]([O:49][CH2:50][CH3:51])=[O:52].[c:13]1([P:14]([c:15]2[cH:16][cH:17][cH:18][cH:19][cH:20]2)[c:21]2[cH:22][cH:23][cH:24][cH:25][cH:26]2)[cH:27][cH:28][cH:29][cH:30][cH:31]1>>[CH2:1]([CH3:2])[O:3][C:4](=[O:5])[CH:6]1[CH2:7][CH2:8][CH:9]([O:12][c:34]2[c:33]([F:32])[cH:38][cH:37][cH:36][c:35]2[F:39])[CH2:10][CH2:11]1. The reactants are N#Cc1c(F)c(F)c(F)c(F)c1C#N, [Li+], [Li+], O=C([O-])[O-], CC1NCCC1C(C)(C)O. Product: CC1C(C(C)(C)O)CCN1c1c(F)c(F)c(C#N)c(C#N)c1F. As a reaction SMILES: [F:1][c:2]1[c:3]([C:13]#[N:14])[c:4]([C:5]#[N:6])[c:7]([F:12])[c:8]([F:11])[c:9]1[F:10].[Li+:25].[Li+:26].[O-:27][C:28](=[O:29])[O-:30].[OH:15][C:16]([CH3:17])([CH3:18])[CH:19]1[CH:20]([CH3:24])[NH:21][CH2:22][CH2:23]1>>[F:1][c:2]1[c:3]([C:13]#[N:14])[c:4]([C:5]#[N:6])[c:7]([F:12])[c:8]([F:11])[c:9]1[N:21]1[CH:20]([CH3:24])[CH:19]([C:16]([OH:15])([CH3:17])[CH3:18])[CH2:23][CH2:22]1. The reactants are NC=1N=CC(=C2C1OC(=C2)C2=C1C=CN=CC1=CC=C2)C=2C=NN(C2)C2CN(C2)C(=O)OC(C)(C)C (tert-butyl 3-{4-[7-amino-2-(isoquinolin-5-yl)furo[2,3-c]pyridin-4-yl]-1H-pyrazol-1-yl}azetidine-1-carboxylate), Cl (HCl). Run in C(Cl)Cl (DCM). Run at time 16 hour. Product: N1CC(C1)N1N=CC(=C1)C1=C2C(=C(N=C1)N)OC(=C2)C2=C1C=CN=CC1=CC=C2 (4-[1-(azetidin-3-yl)-1H-pyrazol-4-yl]-2-(isoquinolin-5-yl)furo[2,3-c]pyridin-7-amine). Yield: 1.0%. As a reaction SMILES: [NH2:1][C:2]1[N:3]=[CH:4][C:5]([C:21]2[CH:22]=[N:23][N:24]([CH:26]3[CH2:29][N:28](C(OC(C)(C)C)=O)[CH2:27]3)[CH:25]=2)=[C:6]2[CH:10]=[C:9]([C:11]3[CH:20]=[CH:19][CH:18]=[C:17]4[C:12]=3[CH:13]=[CH:14][N:15]=[CH:16]4)[O:8][C:7]=12.Cl>C(Cl)Cl>[NH:28]1[CH2:27][CH:26]([N:24]2[CH:25]=[C:21]([C:5]3[CH:4]=[N:3][C:2]([NH2:1])=[C:7]4[O:8][C:9]([C:11]5[CH:20]=[CH:19][CH:18]=[C:17]6[C:12]=5[CH:13]=[CH:14][N:15]=[CH:16]6)=[CH:10][C:6]=34)[CH:22]=[N:23]2)[CH2:29]1. Reported procedure: A solution of tert-butyl 3-{4-[7-amino-2-(isoquinolin-5-yl)furo[2,3-c]pyridin-4-yl]-1H-pyrazol-1-yl}azetidine-1-carboxylate in DCM (10 mL) was treated with HCl (4 M in 1,4-dioxane, 2.57 mL, 10.3 mmol) and stirred at RT for 16 h. The reaction was then concentrated in vacuo to a solid which was purified by MDP to afford 1.3 mg (1%) of the title compound. 1H NMR (400 MHz, CD3OD) δ 9.77 (br. s, 1H), 8.93 (d, J=6.32 Hz, 1H), 8.70 (d, J=7.33 Hz, 2H), 8.59 (d, J=8.34 Hz, 1H), 8.41 (s, 1H), 8.21 (s, 1H)...